Task: describe an organic reaction: reactants, conditions, products, and yield. Dataset: the Open Reaction Database (ORD), a public repository of structured organic reaction records The reactants are Cl.C(C)(C)(C)NCC(=O)C1=CC(=C(C=C1)O)O (3,4-dihydroxyphenyl tert-butylaminomethyl ketone hydrochloride), C[O-].[Na+] (sodium methoxide), C1(=CC(=CC=C1)Cl)C (m-toluyl chloride). Run in CN(C=O)C (N,N-dimethylformamide). Product: Cl.C(C)(C)(C)NCC(=O)C1=CC(=C(C=C1)OC=1C=C(C=CC1)C)O (3-hydroxy-4-(m-toluyloxy)phenyl tert-butylaminomethyl ketone hydrochloride). As a reaction SMILES: Cl.[C:2]([NH:6][CH2:7][C:8]([C:10]1[CH:15]=[CH:14][C:13]([OH:16])=[C:12]([OH:17])[CH:11]=1)=[O:9])([CH3:5])([CH3:4])[CH3:3].C[O-].[Na+].[C:21]1([CH3:28])[CH:26]=[CH:25][CH:24]=[C:23]([Cl:27])[CH:22]=1>CN(C)C=O>[ClH:27].[C:2]([NH:6][CH2:7][C:8]([C:10]1[CH:15]=[CH:14][C:13]([O:16][C:23]2[CH:22]=[C:21]([CH3:28])[CH:26]=[CH:25][CH:24]=2)=[C:12]([OH:17])[CH:11]=1)=[O:9])([CH3:5])([CH3:3])[CH3:4] |f:0.1,2.3,6.7|. Procedure: Using a procedure similar to that described above in Example 58A, 13 g. of 3,4-dihydroxyphenyl tert-butylaminomethyl ketone hydrochloride was reacted with 8 g. of sodium methoxide in 200 ml. of N,N-dimethylformamide under an atmosphere of nitrogen and then 8 g. of m-toluyl chloride was added to produce 3-hydroxy-4-(m-toluyloxy)phenyl tert-butylaminomethyl ketone hydrochloride. This salt was converted to the free base which was treated with acetic acid to yield 11.5 g. of the acetate salt, m.p. 1... Reaction SMILES: [Br:44][CH2:45][CH2:46][CH2:47][Cl:48].[C:38](=[O:39])([O-:40])[O-:41].[K+:42].[K+:43].[O:49]=[CH:50][N:51]([CH3:52])[CH3:53].[OH:1][c:2]1[cH:3][c:4]2[cH:5][c:6](-[c:14]3[n:15][n:16][n:17]([CH2:19][c:20]4[cH:21][c:22]([O:26][CH2:27][c:28]5[n:29][c:30]6[cH:31][cH:32][cH:33][cH:34][c:35]6[cH:36][cH:37]5)[cH:23][cH:24][cH:25]4)[n:18]3)[c:7](=[O:13])[n:8]([CH3:12])[c:9]2[cH:10][cH:11]1>>[O:1]([c:2]1[cH:3][c:4]2[cH:5][c:6](-[c:14]3[n:15][n:16][n:17]([CH2:19][c:20]4[cH:21][c:22]([O:26][CH2:27][c:28]5[n:29][c:30]6[cH:31][cH:32][cH:33][cH:34][c:35]6[cH:36][cH:37]5)[cH:23][cH:24][cH:25]4)[n:18]3)[c:7](=[O:13])[n:8]([CH3:12])[c:9]2[cH:10][cH:11]1)[CH2:45][CH2:46][CH2:47][Cl:48]. The reactants are ClCCCBr, O=C([O-])[O-], [K+], [K+], CN(C)C=O, Cn1c(=O)c(-c2nnn(Cc3cccc(OCc4ccc5ccccc5n4)c3)n2)cc2cc(O)ccc21. Product: Cn1c(=O)c(-c2nnn(Cc3cccc(OCc4ccc5ccccc5n4)c3)n2)cc2cc(OCCCCl)ccc21. The reactants are ClC(=O)N1C=2C(C(NC3=C1C=CC=C3)=O)=CSC2C (4-(chlorocarbonyl)-4,9-dihydro-3-methyl-10H-thieno[3,4-b][1,5]benzodiazepin-10-one), N1(CCCCC1)CCCCC1CCNCC1 (4-[4-(1-piperidinyl)butyl]piperidine). Solvent: C(C)(=O)OCC (ethyl acetate). The product is CC=1SC=C2C1N(C1=C(NC2=O)C=CC=C1)C(=O)N1CCC(CC1)CCCCN1CCCCC1 (3-Methyl-4-[[4-[4-(1-piperidinyl)butyl]-1-piperidinyl]carbonyl]-4,9-dihydro-10H-thieno[3,4-b][1,5]benzodiazepin-10-one). Isolated yield 31.0%. As a reaction SMILES: Cl[C:2]([N:4]1[C:10]2[CH:11]=[CH:12][CH:13]=[CH:14][C:9]=2[NH:8][C:7](=[O:15])[C:6]2=[CH:16][S:17][C:18]([CH3:19])=[C:5]12)=[O:3].[N:20]1([CH2:26][CH2:27][CH2:28][CH2:29][CH:30]2[CH2:35][CH2:34][NH:33][CH2:32][CH2:31]2)[CH2:25][CH2:24][CH2:23][CH2:22][CH2:21]1>C(OCC)(=O)C>[CH3:19][C:18]1[S:17][CH:16]=[C:6]2[C:7](=[O:15])[NH:8][C:9]3[CH:14]=[CH:13][CH:12]=[CH:11][C:10]=3[N:4]([C:2]([N:33]3[CH2:32][CH2:31][CH:30]([CH2:29][CH2:28][CH2:27][CH2:26][N:20]4[CH2:25][CH2:24][CH2:23][CH2:22][CH2:21]4)[CH2:35][CH2:34]3)=[O:3])[C:5]=12. Procedure details: Prepared analogously to Example 4 from 4-(chlorocarbonyl)-4,9-dihydro-3-methyl-10H-thieno[3,4-b][1,5]benzodiazepin-10-one and 4-[4-(1-piperidinyl)butyl]piperidine in a yield of 31% of theory. Colourless crystals, m.p. 209°-210° C. (ethyl acetate). Starting materials: C[C@@H]([C@@H](C1=CC=CC=C1)O)N ((1R,2S)-(-)-norephedrine), C(#N)[BH3-].[Na+] (sodium cyanoborohydride), O=C(COC1=CC=C(C=C1)CC(=O)OC)C (methyl 4-(2-oxopropoxy)phenylacetate), C1=CC=CC=C1 (benzene). Run in CO (methanol). The product is COC(=O)CC1=CC=C(OCC(C)N[C@H]([C@H](O)C2=CC=CC=C2)C)C=C1 (2-[2-(4-Methoxycarbonylmethylphenoxy)-1-methylethyl]amino-2(S)-methyl-1(R)-phenylethanol). The yield is 37.8%. As a reaction SMILES: [CH3:1][C@H:2]([NH2:11])[C@H:3]([OH:10])[C:4]1[CH:9]=[CH:8][CH:7]=[CH:6][CH:5]=1.O=[C:13]([CH3:27])[CH2:14][O:15][C:16]1[CH:21]=[CH:20][C:19]([CH2:22][C:23]([O:25][CH3:26])=[O:24])=[CH:18][CH:17]=1.C1C=CC=CC=1.C([BH3-])#N.[Na+]>CO>[CH3:26][O:25][C:23]([CH2:22][C:19]1[CH:18]=[CH:17][C:16]([O:15][CH2:14][CH:13]([NH:11][C@@H:2]([CH3:1])[C@@H:3]([C:4]2[CH:5]=[CH:6][CH:7]=[CH:8][CH:9]=2)[OH:10])[CH3:27])=[CH:21][CH:20]=1)=[O:24] |f:3.4|. Reported procedure: Following a procedure similar to that described in Example 6, but using 3 g of (1R,2S)-(-)-norephedrine, 4.36 g of methyl 4-(2-oxopropoxy)phenylacetate (prepared as described in Preparation 3), 60 ml of benzene, 50 ml of absolute methanol and 3.41 g of sodium cyanoborohydride, 2.65 g of the title compound were obtained as crystals, melting at 124° C. (after recrystallization from a mixture of ethyl acetate and hexane). Starting materials: Clc1cc(Br)cc(CBr)c1, COc1ccc2c(c1)OCC(=O)N2, CN(C)C=O, [H-], [Na+]. The product is COc1ccc2c(c1)OCC(=O)N2Cc1cc(Cl)cc(Br)c1. RXN SMILES: [Br:16][c:17]1[cH:18][c:19]([CH2:20][Br:21])[cH:22][c:23]([Cl:25])[cH:24]1.[CH3:1][O:2][c:3]1[cH:4][c:5]2[c:6]([cH:12][cH:13]1)[NH:7][C:8](=[O:11])[CH2:9][O:10]2.[CH3:26][N:27]([CH3:28])[CH:29]=[O:30].[H-:14].[Na+:15]>>[CH3:1][O:2][c:3]1[cH:4][c:5]2[c:6]([cH:12][cH:13]1)[N:7]([CH2:20][c:19]1[cH:18][c:17]([Br:16])[cH:24][c:23]([Cl:25])[cH:22]1)[C:8](=[O:11])[CH2:9][O:10]2.